From a dataset of the Open Reaction Database (ORD), a public repository of structured organic reaction records. describe an organic reaction: reactants, conditions, products, and yield Starting materials: ClC(Cl)Cl, CCn1nc(Cl)c(CSC2=NOC(C)(C)C2)c1Cl, O=C(OO)c1cccc(Cl)c1, O. Yields the product CCn1nc(Cl)c(CS(=O)(=O)C2=NOC(C)(C)C2)c1Cl. RXN SMILES: [CH:31]([Cl:32])([Cl:33])[Cl:34].[Cl:12][c:13]1[n:14][n:15]([CH2:28][CH3:29])[c:16]([Cl:27])[c:17]1[CH2:18][S:19][C:20]1=[N:21][O:22][C:23]([CH3:25])([CH3:26])[CH2:24]1.[Cl:1][c:2]1[cH:3][cH:4][cH:5][c:6]([C:7]([O:8][OH:10])=[O:9])[cH:11]1.[OH2:30]>>[O:9]=[S:19]([CH2:18][c:17]1[c:13]([Cl:12])[n:14][n:15]([CH2:28][CH3:29])[c:16]1[Cl:27])([C:20]1=[N:21][O:22][C:23]([CH3:25])([CH3:26])[CH2:24]1)=[O:30]. Reactants: C=CC=C (butadiene), CC(=C)C1=CC=CC=C1 (α-methylstyrene), C=CC=C (butadiene). The solvent is O1CCCC1 (tetrahydrofuran). Yields the product C=CC=C.CC(=C)C1=CC=CC=C1.C=CC1=CC=CC=C1 (styrene α-methylstyrene butadiene). RXN SMILES: [CH2:1]=[CH:2][CH:3]=[CH2:4].[CH3:5][C:6]([C:8]1[CH:13]=[CH:12][CH:11]=[CH:10][CH:9]=1)=[CH2:7]>O1CCCC1>[CH2:1]=[CH:2][CH:3]=[CH2:4].[CH3:7][C:6]([C:8]1[CH:13]=[CH:12][CH:11]=[CH:10][CH:9]=1)=[CH2:5].[CH2:1]=[CH:2][C:3]1[CH:9]=[CH:8][CH:6]=[CH:5][CH:4]=1 |f:3.4.5|. Procedure: The procedure of Example 7 was repeated with the exception that 0.95 milliliters of tetrahydrofuran was added prior to the butadiene polymerization and the α-methylstyrene was added at the end of the butadiene polymerization. The materials employed were as follows: Starting materials: N=1C=C2C=C(SC3=CC=CC1N23)C=O (5-thia-1,8b-diazaacenaphthylene-4-carbaldehyde), O(C1=CC=CC=C1)P(=O)(OC1=CC=CC=C1)CS(=O)(=O)NCC1CCN(CC1)C(=O)OC(C)(C)C (tert-butyl 4-(diphenoxyphosphorylmethanesulfonylaminomethyl)-piperidine-1-carboxylate), O1CCCC1 (tetrahydro-furan), suspension, [H-].[Na+] (sodium hydride), paraffin. Run in O (water), CN(C=O)C (N,N-dimethylformamide), C1(=CC=CC=C1)C (toluene), C1(=CC=CC=C1)C (toluene). Run at time 1 hour. Product: C(C)(C)(C)OC(=O)N1CCC(CC1)CNS(=O)(=O)\C=C\C1=CC2=CN=C3C=CC=C(S1)N32 ((E)-N-[1-(tert-butoxycarbonyl)piperidin-4-ylmethyl]-2-(5-thia-1,8b-diazaacenaphthylen-4-yl)vinylsulfonamide). As a reaction SMILES: O(P([CH2:17][S:18]([NH:21][CH2:22][CH:23]1[CH2:28][CH2:27][N:26]([C:29]([O:31][C:32]([CH3:35])([CH3:34])[CH3:33])=[O:30])[CH2:25][CH2:24]1)(=[O:20])=[O:19])(OC1C=CC=CC=1)=O)C1C=CC=CC=1.O1CCCC1.[H-].[Na+].[N:43]1[CH:44]=[C:45]2[N:54]3[C:49](=[CH:50][CH:51]=[CH:52][C:53]=13)[S:48][C:47]([CH:55]=O)=[CH:46]2>C1(C)C=CC=CC=1.CN(C)C=O.O>[C:32]([O:31][C:29]([N:26]1[CH2:25][CH2:24][CH:23]([CH2:22][NH:21][S:18](/[CH:17]=[CH:55]/[C:47]2[S:48][C:49]3[N:54]4[C:45](=[CH:44][N:43]=[C:53]4[CH:52]=[CH:51][CH:50]=3)[CH:46]=2)(=[O:19])=[O:20])[CH2:28][CH2:27]1)=[O:30])([CH3:33])([CH3:34])[CH3:35] |f:2.3|. Reported procedure: To a solution of 2.16 g (4.11 mM) of tert-butyl 4-(diphenoxyphosphorylmethanesulfonylaminomethyl)-piperidine-1-carboxylate in toluene (20 ml)-tetrahydro-furan (20 ml) was added 0.33 g (8.23 mM) of a 60% suspension of sodium hydride in liquid paraffin at room temperature and the mixture was stirred at the prevailing temperature for 1 hour. This reaction mixture was added to a solution of the above crude 5-thia-1,8b-diazaacenaphthylene-4-carbaldehyde in N,N-dimethylformamide (10 ml)-toluene (50 ml... Isolated yield 76.0%. Reaction SMILES: [CH:1]([C:4]1[CH:5]=[C:6]([C:14]2[N:15]=[C:16]([CH2:19][CH2:20][C:21]([O:23]C)=[O:22])[O:17][CH:18]=2)[CH:7]=[C:8]([C:10]([F:13])([F:12])[F:11])[CH:9]=1)([CH3:3])[CH3:2].ClC1C=C(C2N=C(CCC(O)=O)OC=2)C=C(C(F)(F)F)C=1>>[CH:1]([C:4]1[CH:5]=[C:6]([C:14]2[N:15]=[C:16]([CH2:19][CH2:20][C:21]([OH:23])=[O:22])[O:17][CH:18]=2)[CH:7]=[C:8]([C:10]([F:12])([F:13])[F:11])[CH:9]=1)([CH3:3])[CH3:2]. Reactants: C(C)(C)C=1C=C(C=C(C1)C(F)(F)F)C=1N=C(OC1)CCC(=O)OC (methyl 3-(4-(3-isopropyl-5-(trifluoromethyl)phenyl)oxazol-2-yl)propanoate), ClC=1C=C(C=C(C1)C(F)(F)F)C=1N=C(OC1)CCC(=O)O (3-(4-(3-chloro-5-(trifluoromethyl)phenyl)oxazol-2-yl)propanoic acid). Reported procedure: The title compound was prepared from methyl 3-(4-(3-isopropyl-5-(trifluoromethyl)phenyl)oxazol-2-yl)propanoate (Reference Example 50) by a procedure similar to the one described for 3-(4-(3-chloro-5-(trifluoromethyl)phenyl)oxazol-2-yl)propanoic acid (Reference example 52) to provide 3-(4-(3-isopropyl-5-(trifluoromethyl)phenyl)oxazol-2-yl)propanoic acid (0.132 g, 76%) as a white solid. The product is C(C)(C)C=1C=C(C=C(C1)C(F)(F)F)C=1N=C(OC1)CCC(=O)O (3-(4-(3-isopropyl-5-(trifluoromethyl)phenyl)oxazol-2-yl)propanoic acid).